Dataset: the Open Reaction Database (ORD), a public repository of structured organic reaction records. Task: describe an organic reaction: reactants, conditions, products, and yield Starting materials: IC1=CC=CC=2N(N=NC21)C2=NC(=NC=C2)NC2CCN(CC2)S(=O)(=O)C ([4-(4-iodobenzotriazol-1-yl)-pyrimidin-2-yl]-(1-methanesulfonyl-piperidin-4-yl)-amine), CC=1C(=CSC1)B(O)O (4-methyl-3-thiopheneboronic acid), C(=O)([O-])[O-].[Na+].[Na+] (Na2CO3), C1(=CC=CC=C1)C (toluene). The solvent is CCO (EtOH). Conditions: time 10 minute. Product: CS(=O)(=O)N1CCC(CC1)NC1=NC=CC(=N1)N1N=NC2=C1C=CC=C2C2=CSC=C2C ((1-methanesulfonyl-piperidin-4-yl)-{4-[4-(4-methyl-thiophen-3-yl)-benzotriazol-1-yl]-pyrimidin-2-yl}-amine). Isolated yield 64.0%. As a reaction SMILES: I[C:2]1[C:10]2[N:9]=[N:8][N:7]([C:11]3[CH:16]=[CH:15][N:14]=[C:13]([NH:17][CH:18]4[CH2:23][CH2:22][N:21]([S:24]([CH3:27])(=[O:26])=[O:25])[CH2:20][CH2:19]4)[N:12]=3)[C:6]=2[CH:5]=[CH:4][CH:3]=1.[CH3:28][C:29]1[C:30](B(O)O)=[CH:31][S:32][CH:33]=1.C([O-])([O-])=O.[Na+].[Na+].C1(C)C=CC=CC=1>CCO>[CH3:27][S:24]([N:21]1[CH2:22][CH2:23][CH:18]([NH:17][C:13]2[N:12]=[C:11]([N:7]3[C:6]4[CH:5]=[CH:4][CH:3]=[C:2]([C:30]5[C:29]([CH3:28])=[CH:33][S:32][CH:31]=5)[C:10]=4[N:9]=[N:8]3)[CH:16]=[CH:15][N:14]=2)[CH2:19][CH2:20]1)(=[O:26])=[O:25] |f:2.3.4|. Procedure: A mixture of [4-(4-iodobenzotriazol-1-yl)-pyrimidin-2-yl]-(1-methanesulfonyl-piperidin-4-yl)-amine (364 mg), 4-methyl-3-thiopheneboronic acid (109 mg) and Na2CO3 (2 M aq, 1.1 mL, degassed), toluene (13 mL, degassed) and EtOH (1 mL), was bubbled with argon and stirred at RT for 10 min in a screw cap pressure flask. To this was added Pd(PPh3)4 (25 mg), the flask sealed, and the mixture stirred overnight at 110° C. The reaction mixture was then cooled to RT, diluted in water, extracted in DCM, wash...